This data is from the Open Reaction Database (ORD), a public repository of structured organic reaction records. The task is: describe an organic reaction: reactants, conditions, products, and yield RXN SMILES: [C]=[O:2].[H][H].N[C:6]1[CH:11]=CN=C[CH:7]=1.[CH2:12]([C@H:14]1[O:16][CH2:15]1)[Cl:13].C1[CH2:21][O:20]CC1>O.O.O.O.C([O-])(=O)C.[Co+2].C([O-])(=O)C.[Rh].C(O)(C)C>[CH:6]([O:2][C:21](=[O:20])[CH2:15][C@H:14]([OH:16])[CH2:12][Cl:13])([CH3:11])[CH3:7] |f:5.6.7.8.9.10.11,^3:0|. Solvent: C(C)(C)O (isopropanol). Procedure details: In a 50 mL-volumetric autoclave were added deaerated isopropanol (10 mL) and THF (10 mL), and thereto were added cobalt acetate tetrahydrate (250 mg, 1 mmol) and 10% Rh/C (10 mg). After covering the autoclave with a cap, carbon monoxide (1 MPa) and hydrogen gas (1 MPa) were introduced therein, successively and the mixture was reacted at 100° C. for 3 hours. After 3 hours the mixture was cooled to room temperature, and the mixed gas was emitted to give a solution containing dicobaltoctacarbonyl c... The reactants are [C]=O (carbon monoxide), [C]=O (carbon monoxide), C1CCOC1 (THF), [H][H] (hydrogen), NC1=CC=NC=C1 (4-aminopyridine), C(Cl)[C@@H]1CO1 ((S)-epichlorohydrin). Isolated yield 92.0%. Product: C(C)(C)OC(C[C@@H](CCl)O)=O ((S)-4-chloro-3-hydroxybutanoic acid isopropyl ester). The reagents and catalysts are O.O.O.O.C(C)(=O)[O-].[Co+2].C(C)(=O)[O-] (cobalt acetate tetrahydrate), [Rh] (Rh/C). Starting materials: N1C=CC2=CC=C(C=C12)C(=CC#N)C1=CC=CC=C1 (3-(1H-Indol-6-yl)-3-phenyl-acrylonitrile), [BH4-].[Na+] (NaBH4). The solvent is CC(C)O (2-propanol), CC(C)O (2-propanol). Product: N1C=CC2=CC=C(C=C12)C(CC#N)C1=CC=CC=C1 (3-(1H-Indol-6-yl)-3-phenyl-propionitrile). RXN SMILES: [NH:1]1[C:9]2[C:4](=[CH:5][CH:6]=[C:7]([C:10]([C:14]3[CH:19]=[CH:18][CH:17]=[CH:16][CH:15]=3)=[CH:11][C:12]#[N:13])[CH:8]=2)[CH:3]=[CH:2]1.[BH4-].[Na+]>CC(O)C>[NH:1]1[C:9]2[C:4](=[CH:5][CH:6]=[C:7]([CH:10]([C:14]3[CH:19]=[CH:18][CH:17]=[CH:16][CH:15]=3)[CH2:11][C:12]#[N:13])[CH:8]=2)[CH:3]=[CH:2]1 |f:1.2|. Procedure details: To a stirring suspension of 3-(1H-indol-6-yl)-3-phenyl-acrylonitrile XII (1.3 g, 5.3 mmol) in 2-propanol (30 ml), NaBH4 (1.3 g, 34 mmol) was added portionwise over 30 min. The mixture was heated at reflux for 110 hours while occasionally adding 2-propanol to maintain the original volume. The mixture was cooled to room temperature and concentrated. The residue was partitioned between Et2O and H2O. The organic layer was separated, washed with brine, dried over MgSO4, filtered and evaporated. The c...